Dataset: the Open Reaction Database (ORD), a public repository of structured organic reaction records. Task: describe an organic reaction: reactants, conditions, products, and yield Reactants: CCCC[Sn](CCCC)(CCCC)c1ccco1, C1CCOC1, CC(C)CCC(=O)Cl. Yields the product CC(C)CCC(=O)c1ccco1. As a reaction SMILES: [CH2:1]([Sn:2]([CH2:3][CH2:4][CH2:5][CH3:11])([c:6]1[o:7][cH:8][cH:9][cH:10]1)[CH2:12][CH2:13][CH2:14][CH3:15])[CH2:16][CH2:17][CH3:18].[CH2:27]1[O:28][CH2:29][CH2:30][CH2:31]1.[CH3:19][CH:20]([CH2:21][CH2:22][C:23](=[O:24])[Cl:25])[CH3:26]>>[c:6]1([C:23]([CH2:22][CH2:21][CH:20]([CH3:19])[CH3:26])=[O:24])[o:7][cH:8][cH:9][cH:10]1. The reactants are O (Water), NCC1=NC=CC=C1 (2-aminomethylpryidine), C([O-])([O-])=O.[Na+].[Na+] (sodium carbonate), C(C1=CC=CC=C1)OC=1C=CC(=C(C(=O)Cl)C1)OCC(F)(F)F (5-benzyloxy-2-(2,2,2-trifluoroethoxy)benzoyl chloride). The solvent is C(C)OCC (diethyl ether), C1=CC=CC=C1 (benzene), C1=CC=CC=C1 (benzene). Reaction conditions: time 16 hour. Yields the product C(C1=CC=CC=C1)OC=1C=CC(=C(C(=O)NCC2=NC=CC=C2)C1)OCC(F)(F)F (5-benzyloxy-N-(2-pyridylmethyl)-2-(2,2,2-trifluoroethoxy)benzamide). Reaction SMILES: [NH2:1][CH2:2][C:3]1[CH:8]=[CH:7][CH:6]=[CH:5][N:4]=1.C(=O)([O-])[O-].[Na+].[Na+].[CH2:15]([O:22][C:23]1[CH:24]=[CH:25][C:26]([O:32][CH2:33][C:34]([F:37])([F:36])[F:35])=[C:27]([CH:31]=1)[C:28](Cl)=[O:29])[C:16]1[CH:21]=[CH:20][CH:19]=[CH:18][CH:17]=1.O>C1C=CC=CC=1.C(OCC)C>[CH2:15]([O:22][C:23]1[CH:24]=[CH:25][C:26]([O:32][CH2:33][C:34]([F:35])([F:37])[F:36])=[C:27]([CH:31]=1)[C:28]([NH:1][CH2:2][C:3]1[CH:8]=[CH:7][CH:6]=[CH:5][N:4]=1)=[O:29])[C:16]1[CH:17]=[CH:18][CH:19]=[CH:20][CH:21]=1 |f:1.2.3|. Procedure: To a solution of 3.2 g (0.0299 mole) of 2-aminomethylpryidine and 12.1 g (0.114 mole) of sodium carbonate in 100 ml of benzene is added dropwise a solution of 9.8 g (0.0285 mole) of 5-benzyloxy-2-(2,2,2-trifluoroethoxy)benzoyl chloride in 30 ml benzene. The mixture is stirred for about 16 hours at room temperature. Water and diethyl ether are added. The ether layer is separated, washed with water, then with saturated aqueous sodium chloride solution. The solution is dried over magnesium sulfate,... The reactants are [N+](=O)([O-])C1=CC=C(C(=O)NN)C=C1 (p-nitrobenzhydrazide), C(C)(=O)C1=CC=NC=C1 (4-acetylpyridine), C(C)O (ethanol). Solvent: CN(C=O)C (dimethylformamide). Product: N1=CC=C(C=C1)C(C)=NNC(C1=CC=C(C=C1)[N+](=O)[O-])=O (4-nitrobenzoic acid [1-(4-pyridinyl)ethylidene]hydrazide). Yield: 78.4%. As a reaction SMILES: [N+:1]([C:4]1[CH:13]=[CH:12][C:7]([C:8]([NH:10][NH2:11])=[O:9])=[CH:6][CH:5]=1)([O-:3])=[O:2].[C:14]([C:17]1[CH:22]=[CH:21][N:20]=[CH:19][CH:18]=1)(=O)[CH3:15].C(O)C>CN(C)C=O>[N:20]1[CH:21]=[CH:22][C:17]([C:14](=[N:11][NH:10][C:8](=[O:9])[C:7]2[CH:12]=[CH:13][C:4]([N+:1]([O-:3])=[O:2])=[CH:5][CH:6]=2)[CH3:15])=[CH:18][CH:19]=1. Procedure details: A mixture of 3.62 gm (0.02 mole) of p-nitrobenzhydrazide, 2.42 gm (0.02 mole) of 4-acetylpyridine and 100 ml of absolute ethanol is refluxed 3 hours. Sufficient dimethylformamide is added to the mixture at boiling to give a solution. The hot solution is filtered. The filtrate is diluted with water to the cloud point. The mixture is chilled in the refrigerator. The product is collected, washed with ether and dried to yield 4.46 gm (79%) of the title compound; mp 251.2°. The reactants are CC1=C(C(=O)C2=C(C1=O)C[C@@H]3CN4[C@H]([C@H]2N3C)CC5=C([C@@H]4CNC(=O)C(=O)C)C(=O)C(=C(C5=O)C)OC)OC (saframycins), C(C)(=O)OCC (ethyl acetate). Product: CC1=C(C(=O)C2=C(C1=O)C[C@H]3[C@@H]4C5=C(C[C@@H](N4C)[C@@H](N3[C@H]2CNC(=O)C(=O)C)O)C(=O)C(=C(C5=O)OC)C)OC (Saframycin S). As a reaction SMILES: [CH3:1][C:2]1[C:8](=[O:9])[C:7]2[CH2:10][C@H:11]3[N:16]([CH3:17])[C@@H:15]([C:6]=2[C:4](=[O:5])[C:3]=1[O:38][CH3:39])[C@@H:14]1[CH2:18][C:19]2[C:33](=[O:34])[C:32]([CH3:35])=[C:31]([O:36][CH3:37])[C:29](=[O:30])[C:20]=2[C@H:21]([CH2:22][NH:23][C:24]([C:26]([CH3:28])=[O:27])=[O:25])[N:13]1[CH2:12]3.C(OCC)(=[O:42])C>>[CH3:35][C:32]1[C:33](=[O:34])[C:19]2[CH2:18][C@@H:14]3[N:13]([C@@H:21]([CH2:22][NH:23][C:24]([C:26]([CH3:28])=[O:27])=[O:25])[C:20]=2[C:29](=[O:30])[C:31]=1[O:36][CH3:37])[C@@H:12]([OH:42])[C@@H:11]1[N:16]([CH3:17])[C@H:15]3[C:6]2[C:4](=[O:5])[C:3]([O:38][CH3:39])=[C:2]([CH3:1])[C:8](=[O:9])[C:7]=2[CH2:10]1. Procedure: After completion of the cultivation, the cultured broth is filtered to separate mycelia from the filtrate. The filtrate is adjusted to pH 8.0 with 10 N sodium hydroxide. The filtrate may be previously concentrated to 1/2-1/3 volume for better extraction efficiency with a solvent. In the solvent extraction as noted above, basic, water-soluble antibiotics, for example, streptothricin simultaneously produced by the strain No. 314 are left in the filtrate, while saframycin complex and the like are e... Reactants: C=C(C)CN1CCSC1=Nc1ccc([N+](=O)[O-])cc1, [Na+], [OH-], O. The product is CC(C)=CN1CCSC1=Nc1ccc([N+](=O)[O-])cc1. Reaction SMILES: [N+:1](=[O:2])([O-:3])[c:4]1[cH:5][cH:6][c:7]([N:10]=[C:11]2[S:12][CH2:13][CH2:14][N:15]2[CH2:16][C:17](=[CH2:18])[CH3:19])[cH:8][cH:9]1.[Na+:21].[OH-:20].[OH2:22]>>[N+:1](=[O:2])([O-:3])[c:4]1[cH:5][cH:6][c:7]([N:10]=[C:11]2[S:12][CH2:13][CH2:14][N:15]2[CH:16]=[C:17]([CH3:18])[CH3:19])[cH:8][cH:9]1. Starting materials: C1COCCO1, CCCS, Cn1c(Cl)c(C=O)c(=O)n(C)c1=O, [H-], [Na+]. Product: CCCSc1c(C=O)c(=O)n(C)c(=O)n1C. RXN SMILES: [CH2:20]1[O:21][CH2:22][CH2:23][O:24][CH2:25]1.[CH3:1][CH2:2][CH2:3][SH:4].[Cl:7][c:8]1[c:9]([CH:18]=[O:19])[c:10](=[O:17])[n:11]([CH3:16])[c:12](=[O:15])[n:13]1[CH3:14].[H-:6].[Na+:5]>>[CH3:1][CH2:2][CH2:3][S:4][c:8]1[c:9]([CH:18]=[O:19])[c:10](=[O:17])[n:11]([CH3:16])[c:12](=[O:15])[n:13]1[CH3:14]. The reactants are CCO, Cc1ccccc1, COc1cc2nccc(Oc3ccc(N)c(Cl)c3)c2cc1OC, O=C(N=C=S)c1ccc(Cl)cc1. Product: COc1cc2nccc(Oc3ccc(NC(=S)NC(=O)c4ccc(Cl)cc4)c(Cl)c3)c2cc1OC. RXN SMILES: [CH3:24][CH2:25][OH:26].[CH3:39][c:40]1[cH:41][cH:42][cH:43][cH:44][cH:45]1.[Cl:1][c:2]1[c:3]([NH2:4])[cH:5][cH:6][c:7]([O:9][c:10]2[cH:11][cH:12][n:13][c:14]3[cH:15][c:16]([O:22][CH3:23])[c:17]([O:20][CH3:21])[cH:18][c:19]23)[cH:8]1.[Cl:27][c:28]1[cH:29][cH:30][c:31]([C:34](=[O:35])[N:36]=[C:37]=[S:38])[cH:32][cH:33]1>>[Cl:1][c:2]1[c:3]([NH:4][C:37]([NH:36][C:34]([c:31]2[cH:30][cH:29][c:28]([Cl:27])[cH:33][cH:32]2)=[O:35])=[S:38])[cH:5][cH:6][c:7]([O:9][c:10]2[cH:11][cH:12][n:13][c:14]3[cH:15][c:16]([O:22][CH3:23])[c:17]([O:20][CH3:21])[cH:18][c:19]23)[cH:8]1. Reactants: O=C([O-])[O-], CN(C)C=O, O=[N+]([O-])c1cc(F)c(F)cc1F, [K+], [K+], O, OCc1ccccc1. The product is O=[N+]([O-])c1cc(F)c(OCc2ccccc2)cc1F. Reaction SMILES: [C:1](=[O:2])([O-:3])[O-:4].[CH3:28][N:29]([CH3:30])[CH:31]=[O:32].[F:7][c:8]1[c:9]([N+:16](=[O:17])[O-:18])[cH:10][c:11]([F:15])[c:12]([F:14])[cH:13]1.[K+:5].[K+:6].[OH2:27].[OH:19][CH2:20][c:21]1[cH:22][cH:23][cH:24][cH:25][cH:26]1>>[F:7][c:8]1[c:9]([N+:16](=[O:17])[O-:18])[cH:10][c:11]([F:15])[c:12]([O:19][CH2:20][c:21]2[cH:22][cH:23][cH:24][cH:25][cH:26]2)[cH:13]1.